Dataset: the Open Reaction Database (ORD), a public repository of structured organic reaction records. Task: describe an organic reaction: reactants, conditions, products, and yield The reactants are NCC=C1CCc2ccc3c(c21)CCO3, Cc1ccccc1, Cl, [Na+], [OH-]. Product: NCCC1CCc2ccc3c(c21)CCO3, Cl. Reaction SMILES: [CH2:2]1[c:3]2[c:4]([cH:7][cH:8][c:9]3[c:13]2[C:12](=[CH:14][CH2:15][NH2:16])[CH2:11][CH2:10]3)[O:5][CH2:6]1.[CH3:19][c:20]1[cH:21][cH:22][cH:23][cH:24][cH:25]1.[ClH:1].[Na+:18].[OH-:17]>>[CH2:2]1[c:3]2[c:4]([cH:7][cH:8][c:9]3[c:13]2[CH:12]([CH2:14][CH2:15][NH2:16])[CH2:11][CH2:10]3)[O:5][CH2:6]1.[ClH:1]. Starting materials: C(C)C1N(C=2C=CC=CC2C2=CC=C(C=C12)F)S(=O)(=O)C1=CC(=C(C=C1)OC)Cl (6-ethyl-8-fluoro-5-[(3-chloro-4-methoxyphenyl)sulfonyl]-5,6-dihydrophenanthridine), B(Cl)(Cl)Cl (boron trichloride), ClCCl (dichloromethane). Reagents/catalysts: [I-].C(CCC)[N+](CCCC)(CCCC)CCCC (tetrabutylammonium iodide). The product is ClC1=C(C=CC(=C1)S(=O)(=O)N1C=2C=CC=CC2C2=CC=C(C=C2C1CC)F)O (2-chloro-4-[(6-ethyl-8-fluorophenanthridin-5(6H)-yl)sulfonyl]phenol). The yield is 39.9%. As a reaction SMILES: [CH2:1]([CH:3]1[C:16]2[C:11](=[CH:12][CH:13]=[C:14]([F:17])[CH:15]=2)[C:10]2[CH:9]=[CH:8][CH:7]=[CH:6][C:5]=2[N:4]1[S:18]([C:21]1[CH:26]=[CH:25][C:24]([O:27]C)=[C:23]([Cl:29])[CH:22]=1)(=[O:20])=[O:19])[CH3:2].B(Cl)(Cl)Cl.ClCCl>[I-].C([N+](CCCC)(CCCC)CCCC)CCC>[Cl:29][C:23]1[CH:22]=[C:21]([S:18]([N:4]2[CH:3]([CH2:1][CH3:2])[C:16]3[C:11](=[CH:12][CH:13]=[C:14]([F:17])[CH:15]=3)[C:10]3[CH:9]=[CH:8][CH:7]=[CH:6][C:5]2=3)(=[O:19])=[O:20])[CH:26]=[CH:25][C:24]=1[OH:27] |f:3.4|. Procedure: The title compound was prepared from 6-ethyl-8-fluoro-5-[(3-chloro-4-methoxyphenyl)sulfonyl]-5,6-dihydrophenanthridine (0.41 g, 0.96 mmol), tetrabutylammonium iodide (0.85 g, 2.3 mmol), and 1 M boron trichloride in dichloromethane (6.7 mL, 6.7 mmol) according to the procedure and in the same manner as described in Example 35, Step b. The crude product was purified by flash column chromatography on silica gel, eluting with a mixture of ethyl acetate-hexane (20:80 to 35:65 gradient), followed by r... Starting materials: COS(=O)OC, CO, C[Si](C)(C)Cl, NC(CCCC1OCCO1)C(=O)O. The product is COC(CCCC(N)C(=O)O)OC. Reaction SMILES: [CH3:14][O:15][S:16]([O:17][CH3:18])=[O:19].[CH3:25][OH:26].[Cl:20][Si:21]([CH3:22])([CH3:23])[CH3:24].[O:1]1[CH:2]([CH2:6][CH2:7][CH2:8][CH:9]([C:10](=[O:11])[OH:12])[NH2:13])[O:3][CH2:4][CH2:5]1>>[O:1]([CH:2]([O:3][CH3:4])[CH2:6][CH2:7][CH2:8][CH:9]([C:10](=[O:11])[OH:12])[NH2:13])[CH3:5]. The reactants are CCN(C(C)C)C(C)C, O=C(Cl)c1ccc(Cl)cc1, ClCCl, Cl, NCc1cccc2c1C(=O)N(C1CCC(=O)NC1=O)C2=O. Yields the product O=C1CCC(N2C(=O)c3cccc(CNC(=O)c4ccc(Cl)cc4)c3C2=O)C(=O)N1. As a reaction SMILES: [CH:23]([N:24]([CH:25]([CH3:26])[CH3:27])[CH2:28][CH3:29])([CH3:30])[CH3:31].[Cl:32][C:33](=[O:34])[c:35]1[cH:36][cH:37][c:38]([Cl:39])[cH:40][cH:41]1.[Cl:42][CH2:43][Cl:44].[ClH:1].[NH2:2][CH2:3][c:4]1[c:5]2[c:9]([cH:10][cH:11][cH:12]1)[C:8](=[O:13])[N:7]([CH:14]1[C:15](=[O:21])[NH:16][C:17](=[O:20])[CH2:18][CH2:19]1)[C:6]2=[O:22]>>[NH:2]([CH2:3][c:4]1[c:5]2[c:9]([cH:10][cH:11][cH:12]1)[C:8](=[O:13])[N:7]([CH:14]1[C:15](=[O:21])[NH:16][C:17](=[O:20])[CH2:18][CH2:19]1)[C:6]2=[O:22])[C:33](=[O:34])[c:35]1[cH:36][cH:37][c:38]([Cl:39])[cH:40][cH:41]1. Reactants: C1CCOC1, Cl, O=[N+]([O-])c1cc(F)c(F)cc1F, [H-], Cc1cc(C#N)c(N)s1, [Na+]. Product: Cc1cc(C#N)c(Nc2cc(F)c(F)cc2[N+](=O)[O-])s1. RXN SMILES: [CH2:25]1[O:26][CH2:27][CH2:28][CH2:29]1.[ClH:24].[F:12][c:13]1[c:14]([F:23])[cH:15][c:16]([F:22])[c:17]([N+:19](=[O:20])[O-:21])[cH:18]1.[H-:1].[NH2:3][c:4]1[s:5][c:6]([CH3:11])[cH:7][c:8]1[C:9]#[N:10].[Na+:2]>>[NH:3]([c:4]1[s:5][c:6]([CH3:11])[cH:7][c:8]1[C:9]#[N:10])[c:16]1[cH:15][c:14]([F:23])[c:13]([F:12])[cH:18][c:17]1[N+:19](=[O:20])[O-:21].